Dataset: the Open Reaction Database (ORD), a public repository of structured organic reaction records. Task: describe an organic reaction: reactants, conditions, products, and yield Starting materials: CCCc1nc2cc(NCc3ccccc3)ccc2n1CC(=O)OC(C)(C)C, CN(C)c1ccncc1, CCN(C(C)C)C(C)C, ClCCl, Cl, O=C(Cl)c1cccc(F)c1. Product: CCCc1nc2cc(N(Cc3ccccc3)C(=O)c3cccc(F)c3)ccc2n1CC(=O)OC(C)(C)C. Reaction SMILES: [C:11]([CH3:12])([CH3:13])([CH3:14])[O:15][C:16]([CH2:17][n:18]1[c:19]([CH2:35][CH2:36][CH3:37])[n:20][c:21]2[c:22]1[cH:23][cH:24][c:25]([NH:27][CH2:28][c:29]1[cH:30][cH:31][cH:32][cH:33][cH:34]1)[cH:26]2)=[O:38].[CH3:48][N:49]([c:50]1[cH:51][cH:52][n:53][cH:54][cH:55]1)[CH3:56].[CH:39]([N:40]([CH2:41][CH3:42])[CH:43]([CH3:44])[CH3:45])([CH3:46])[CH3:47].[Cl:57][CH2:58][Cl:59].[ClH:60].[F:1][c:2]1[cH:3][c:4]([C:5](=[O:6])[Cl:7])[cH:8][cH:9][cH:10]1>>[F:1][c:2]1[cH:3][c:4]([C:5](=[O:6])[N:27]([c:25]2[cH:24][cH:23][c:22]3[n:18]([CH2:17][C:16]([O:15][C:11]([CH3:12])([CH3:13])[CH3:14])=[O:38])[c:19]([CH2:35][CH2:36][CH3:37])[n:20][c:21]3[cH:26]2)[CH2:28][c:29]2[cH:30][cH:31][cH:32][cH:33][cH:34]2)[cH:8][cH:9][cH:10]1.